This data is from the Open Reaction Database (ORD), a public repository of structured organic reaction records. The task is: describe an organic reaction: reactants, conditions, products, and yield The reactants are C(C)OC(C1=CC=C(C=C1)N)=O (4-amino-benzoic acid ethyl ester), ClC=1C=C(C=O)C=CC1F (3-chloro-4-fluoro-benzaldehyde). Reagents/catalysts: C1(=CC=C(C=C1)S(=O)(=O)O)C (p-toluenesulfonic acid). Solvent: C1(=CC=CC=C1)C (toluene). Product: C(C)OC(C1=CC=C(C=C1)N=CC1=CC(=C(C=C1)F)Cl)=O (4-[(3-chloro-4-fluoro-benzylidene)-amino]-benzoic acid ethyl ester). The yield is 100.7%. RXN SMILES: [CH2:1]([O:3][C:4](=[O:12])[C:5]1[CH:10]=[CH:9][C:8]([NH2:11])=[CH:7][CH:6]=1)[CH3:2].[Cl:13][C:14]1[CH:15]=[C:16]([CH:19]=[CH:20][C:21]=1[F:22])[CH:17]=O>C1(C)C=CC=CC=1.C1(C)C=CC(S(O)(=O)=O)=CC=1>[CH2:1]([O:3][C:4](=[O:12])[C:5]1[CH:10]=[CH:9][C:8]([N:11]=[CH:17][C:16]2[CH:19]=[CH:20][C:21]([F:22])=[C:14]([Cl:13])[CH:15]=2)=[CH:7][CH:6]=1)[CH3:2]. Procedure details: A mixture solution of 4-amino-benzoic acid ethyl ester (16.5 g, 100 mmol), 3-chloro-4-fluoro-benzaldehyde (16.1 g, 100 mmol) and p-toluenesulfonic acid (384 mg, 2.0 mmol) in toluene (200 mL) was heated to reflux for 12 hours. Then the reaction mixture was cooled to room temperature. The solvent was removed in vacuo and the residue was washed with ether to afford 4-[(3-chloro-4-fluoro-benzylidene)-amino]-benzoic acid ethyl ester (30.8 g, quant.) as a pale-white solid: MS calcd. for C16H13ClFNO2 3... Reactants: Cl.C(C)(C)(C)OC(CN)=O (glycine tert-butyl ester hydrochloride), C12CN(CC(CC1)O2)C2=NC(=NC(=N2)N2CCC(CC2)=O)C2=CC=C(C=C2)NC(=O)NC2=CC=NC=C2 (1-(4-(4-(8-oxa-3-azabicyclo[3.2.1]octan-3-yl)-6-(4-oxopiperidin-1-yl)-1,3,5-triazin-2-yl)phenyl)-3-(pyridin-4-yl)urea), C(=O)(C(F)(F)F)O (TFA). Reagents/catalysts: C(C)N(CC)CC (triethylamine). The product is C12CN(CC(CC1)O2)C2=NC(=NC(=N2)C2=CC=C(C=C2)NC(=O)NC2=CC=NC=C2)N2CCC(CC2)NCC(=O)OC(C)(C)C (Tert-butyl 2-(1-(4-(8-oxa-3-azabicyclo[3.2.1]octan-3-yl)-6-(4-(3-pyridin-4-ylureido)phenyl)-1,3,5-triazin-2-yl)piperidin-4-ylamino)acetate), di-TFA. Reaction SMILES: [CH:1]12[O:8][CH:5]([CH2:6][CH2:7]1)[CH2:4][N:3]([C:9]1[N:14]=[C:13]([N:15]3[CH2:20][CH2:19][C:18](=O)[CH2:17][CH2:16]3)[N:12]=[C:11]([C:22]3[CH:27]=[CH:26][C:25]([NH:28][C:29]([NH:31][C:32]4[CH:37]=[CH:36][N:35]=[CH:34][CH:33]=4)=[O:30])=[CH:24][CH:23]=3)[N:10]=1)[CH2:2]2.C(O)(C(F)(F)F)=O.Cl.[C:46]([O:50][C:51](=[O:54])[CH2:52][NH2:53])([CH3:49])([CH3:48])[CH3:47]>C(N(CC)CC)C>[CH:5]12[O:8][CH:1]([CH2:7][CH2:6]1)[CH2:2][N:3]([C:9]1[N:10]=[C:11]([C:22]3[CH:27]=[CH:26][C:25]([NH:28][C:29]([NH:31][C:32]4[CH:33]=[CH:34][N:35]=[CH:36][CH:37]=4)=[O:30])=[CH:24][CH:23]=3)[N:12]=[C:13]([N:15]3[CH2:16][CH2:17][CH:18]([NH:53][CH2:52][C:51]([O:50][C:46]([CH3:49])([CH3:48])[CH3:47])=[O:54])[CH2:19][CH2:20]3)[N:14]=1)[CH2:4]2 |f:2.3|. Reported procedure: Starting from 1-(4-(4-(8-oxa-3-azabicyclo[3.2.1]octan-3-yl)-6-(4-oxopiperidin-1-yl)-1,3,5-triazin-2-yl)phenyl)-3-(pyridin-4-yl)urea.TFA (60 mg) and glycine tert-butyl ester hydrochloride (33 mg) and triethylamine (10 drops) and following the procedure as outlined in example 118, the title compound was isolated as its di-TFA salt after HPLC purification; MS (ES+) 616.9 (M+H)+. As a reaction SMILES: [CH3:22][N:23]([CH3:24])[CH:25]=[O:26].[Cl:1][CH2:2][Si:3]([c:4]1[cH:5][cH:6][cH:7][cH:8][cH:9]1)([CH3:10])[O:11][C:12]([CH3:13])([CH3:14])[CH3:15].[Na:16].[nH:17]1[n:18][cH:19][n:20][cH:21]1>>[CH2:2]([Si:3]([c:4]1[cH:5][cH:6][cH:7][cH:8][cH:9]1)([CH3:10])[O:11][C:12]([CH3:13])([CH3:14])[CH3:15])[n:17]1[n:18][cH:19][n:20][cH:21]1. Reactants: CN(C)C=O, CC(C)(C)O[Si](C)(CCl)c1ccccc1, [Na], c1nc[nH]n1. Yields the product CC(C)(C)O[Si](C)(Cn1cncn1)c1ccccc1. The reactants are BrCc1ccccc1, O=C([O-])[O-], Cc1[nH]nc2c1c(=O)[nH]c1cc3c(cc12)CCCC3, [K+], [K+], CN(C)C=O. The product is Cc1c2c(=O)[nH]c3cc4c(cc3c2nn1Cc1ccccc1)CCCC4. Reaction SMILES: [Br:26][CH2:27][c:28]1[cH:29][cH:30][cH:31][cH:32][cH:33]1.[C:20](=[O:21])([O-:22])[O-:23].[CH3:1][c:2]1[nH:3][n:4][c:5]2[c:6]1[c:7](=[O:19])[nH:8][c:9]1[cH:10][c:11]3[c:12]([cH:13][c:14]21)[CH2:15][CH2:16][CH2:17][CH2:18]3.[K+:24].[K+:25].[O:34]=[CH:35][N:36]([CH3:37])[CH3:38]>>[CH3:1][c:2]1[n:3]([CH2:27][c:28]2[cH:29][cH:30][cH:31][cH:32][cH:33]2)[n:4][c:5]2[c:6]1[c:7](=[O:19])[nH:8][c:9]1[cH:10][c:11]3[c:12]([cH:13][c:14]21)[CH2:15][CH2:16][CH2:17][CH2:18]3. Starting materials: CC(=O)O, Cl, [K+], [N-]=C=O, CCOC(=O)C(NC(=O)CN)C(=O)OCC. Product: CCOC(=O)C(NC(=O)CNC(N)=O)C(=O)OCC. RXN SMILES: [CH3:22][C:23](=[O:24])[OH:25].[ClH:1].[K+:21].[N-:18]=[C:19]=[O:20].[NH2:2][CH2:3][C:4](=[O:5])[NH:6][CH:7]([C:8](=[O:9])[O:10][CH2:11][CH3:12])[C:13](=[O:14])[O:15][CH2:16][CH3:17]>>[NH:2]([CH2:3][C:4](=[O:5])[NH:6][CH:7]([C:8](=[O:9])[O:10][CH2:11][CH3:12])[C:13](=[O:14])[O:15][CH2:16][CH3:17])[C:19]([NH2:18])=[O:20]. Starting materials: [OH-].[Na+] (sodium hydroxide), C(C)#N (acetonitrile), NC=1NC2=C(N1)C=CC=C2 (2-aminobenzimidazole), CN(S(=O)(=O)Cl)C (dimethylsulfamoyl chloride). Run in O (water). The product is CN(S(=O)(=O)N1C(=NC2=C1C=CC=C2)N)C (1-dimethylaminosulfonyl-2-amino-benzimidazole). Yield: 92.5%. As a reaction SMILES: [OH-].[Na+].C(#N)C.[NH2:6][C:7]1[NH:8][C:9]2[CH:15]=[CH:14][CH:13]=[CH:12][C:10]=2[N:11]=1.[CH3:16][N:17]([CH3:22])[S:18](Cl)(=[O:20])=[O:19]>O>[CH3:16][N:17]([CH3:22])[S:18]([N:8]1[C:9]2[CH:15]=[CH:14][CH:13]=[CH:12][C:10]=2[N:11]=[C:7]1[NH2:6])(=[O:20])=[O:19] |f:0.1|. Procedure details: To a solution of sodium hydroxide (1.8 g) in water (9 mL) add acetonitrile (44 mL). To this solution, add 2-aminobenzimidazole (3.0 g, 22.5 mmol) and dimethylsulfamoyl chloride (2.4 mL, 22.5 mmol). Stir the reaction mixture at room temperature, overnight. Then, cool the mixture at 0° C. and the product crystallized from solution. Filter the product and dry it in vacuum to provide 5.0 g (90% yield) of the title compound as a white solid. MS(ES+): m/z=241.1 (M+H)+ The reactants are NN1C(CCCC1C)C (1-amino-2,6-dimethylpiperidine), [C-]#N.[Na+] (sodium cyanide), O(C1=CC=CC=C1)CC=O (phenoxyacetaldehyde), 8a. Yields the product CC1N(C(CCC1)C)NC(C#N)COC1=CC=CC=C1 (2-(2,6-dimethylpiperidino)amino-3-phenoxypropionitrile). Isolated yield 76.2%. As a reaction SMILES: [NH2:1][N:2]1[CH:7]([CH3:8])[CH2:6][CH2:5][CH2:4][CH:3]1[CH3:9].[C-:10]#[N:11].[Na+].[O:13]([CH2:20][CH:21]=O)[C:14]1[CH:19]=[CH:18][CH:17]=[CH:16][CH:15]=1>>[CH3:9][CH:3]1[CH2:4][CH2:5][CH2:6][CH:7]([CH3:8])[N:2]1[NH:1][CH:21]([CH2:20][O:13][C:14]1[CH:19]=[CH:18][CH:17]=[CH:16][CH:15]=1)[C:10]#[N:11] |f:1.2|. Procedure: 12.8 g of 1-amino-2,6-dimethylpiperidine, 5.4 g of sodium cyanide and 15.0 g of phenoxyacetaldehyde are reacted analogously to 8a). 20.8 g of 2-(2,6-dimethylpiperidino)amino-3-phenoxypropionitrile are obtained, which are employed in the following step without further purification Starting materials: CC(C=O)C(CC1C(C(=CC1)C)(C)C)C (2,3-dimethyl-4-(2,2,3-trimethylcyclopent-3-enyl)butanal), [BH4-].[Na+] (sodium borohydride), Cl (hydrochloric acid). Solvent: same solvent, C(C)O (ethanol). Product: CC(CO)C(CC1C(C(=CC1)C)(C)C)C (2,3-dimethyl-4-(2,2,3-trimethylcyclopent-3-enyl)butan-1-ol). Yield: 77.9%. Reaction SMILES: [CH3:1][CH:2]([CH:5]([CH3:15])[CH2:6][CH:7]1[CH2:11][CH:10]=[C:9]([CH3:12])[C:8]1([CH3:14])[CH3:13])[CH:3]=[O:4].[BH4-].[Na+].Cl>C(O)C>[CH3:1][CH:2]([CH:5]([CH3:15])[CH2:6][CH:7]1[CH2:11][CH:10]=[C:9]([CH3:12])[C:8]1([CH3:13])[CH3:14])[CH2:3][OH:4] |f:1.2|. Reported procedure: A solution of 18.0 g (86 mmol) of 2,3-dimethyl-4-(2,2,3-trimethylcyclopent-3-enyl)butanal in 50 ml of ethanol was added dropwise at 0° C. to 45.0 g (0.11 mol) of sodium borohydride suspended in 200 ml of the same solvent. After 18 hours of stirring at room temperature 100 ml of 1.0 N aqueous hydrochloric acid was added dropwise at 0° C. The reaction mixture was extracted with 200 ml of MTBE, the extract washed with with 3×100 ml of brine, dried (MgSO4) and concentrated in vacuo. The residue was ... The reactants are CO, O=C(O)c1ccc(O)cc1C(F)(F)F, O=S(=O)(O)O. The product is COC(=O)c1ccc(O)cc1C(F)(F)F. As a reaction SMILES: [CH3:20][OH:21].[OH:1][c:2]1[cH:3][c:4]([C:11]([F:12])([F:13])[F:14])[c:5]([C:6](=[O:7])[OH:8])[cH:9][cH:10]1.[S:15](=[O:16])(=[O:17])([OH:18])[OH:19]>>[OH:1][c:2]1[cH:3][c:4]([C:11]([F:12])([F:13])[F:14])[c:5]([C:6]([O:7][CH3:20])=[O:8])[cH:9][cH:10]1. The reactants are NC(CC1=CC=C(C=C1)NC1=C2C(=NC(=C1)N1CCN(CC1)C(=O)OC(C)(C)C)CCC2)=O (tert-butyl 4-(4-((4-(2-amino-2-oxoethyl)phenyl)amino)-6,7-dihydro-5H-cyclopenta[b]pyridin-2-yl)piperazine-1-carboxylate), Cl (HCl). Run in CO (methanol). Run at temperature 65 celsius. The product is Cl.N1(CCNCC1)C1=CC(=C2C(=N1)CCC2)NC2=CC=C(C=C2)CC(=O)N (2-(4-((2-(piperazin-1-yl)-6,7-dihydro-5H-cyclopenta[b]pyridin-4-yl)amino)phenyl)acetamide hydrochloride). RXN SMILES: [NH2:1][C:2](=[O:33])[CH2:3][C:4]1[CH:9]=[CH:8][C:7]([NH:10][C:11]2[CH:16]=[C:15]([N:17]3[CH2:22][CH2:21][N:20](C(OC(C)(C)C)=O)[CH2:19][CH2:18]3)[N:14]=[C:13]3[CH2:30][CH2:31][CH2:32][C:12]=23)=[CH:6][CH:5]=1.[ClH:34]>CO>[ClH:34].[N:17]1([C:15]2[N:14]=[C:13]3[CH2:30][CH2:31][CH2:32][C:12]3=[C:11]([NH:10][C:7]3[CH:8]=[CH:9][C:4]([CH2:3][C:2]([NH2:1])=[O:33])=[CH:5][CH:6]=3)[CH:16]=2)[CH2:22][CH2:21][NH:20][CH2:19][CH2:18]1 |f:3.4|. Reported procedure: To a solution of tert-butyl 4-(4-((4-(2-amino-2-oxoethyl)phenyl)amino)-6,7-dihydro-5H-cyclopenta[b]pyridin-2-yl)piperazine-1-carboxylate in methanol (3 mL) was added HCl (6 M, 0.1 mL). The mixture was heated to 65° C. for 16 h. The Boc group was removed, however, the amide function was replaced with a methyl ester group. The mixture was concentrated and following general procedure C, desired product was obtained after forming the hydrochloride salt (0.015 g, 50%) as an orange-brown solid. MW=424...